This data is from the Open Reaction Database (ORD), a public repository of structured organic reaction records. The task is: describe an organic reaction: reactants, conditions, products, and yield RXN SMILES: [N:1]1([CH2:7][C:8]2[CH:9]=[C:10]([CH:18]=[CH:19][CH:20]=2)[O:11][CH2:12][CH2:13][CH2:14][CH2:15][C:16]#[N:17])[CH2:6][CH2:5][CH2:4][CH2:3][CH2:2]1.[CH3:21][OH:22].C(Cl)(Cl)[Cl:24]>>[ClH:24].[N:1]1([CH2:7][C:8]2[CH:9]=[C:10]([CH:18]=[CH:19][CH:20]=2)[O:11][CH2:12][CH2:13][CH2:14][CH2:15][C:16](=[NH:17])[O:22][CH3:21])[CH2:6][CH2:5][CH2:4][CH2:3][CH2:2]1 |f:3.4|. The reactants are N1(CCCCC1)CC=1C=C(OCCCCC#N)C=CC1 (5-[3-(Piperidinomethyl)phenoxy]pentanenitrile), C(Cl)(Cl)Cl (chloroform), CO (methanol). Yields the product Cl.N1(CCCCC1)CC=1C=C(OCCCCC(OC)=N)C=CC1 (methyl 5-[3-(piperidinomethyl)phenoxy]pentaneimidate hydrochloride). Reported procedure: 5-[3-(Piperidinomethyl)phenoxy]pentanenitrile (1.73 g) was dissolved in chloroform (20 ml). This solution was cooled to 0° C., which was followed by the addition of methanol (0.81 g). Dry hydrogen chloride gas was bubbled into the solution for 3 hours, which was then stored at 0° C. overnight. Chloroform was removed under reduced pressure to leave as an oily residue methyl 5-[3-(piperidinomethyl)phenoxy]pentaneimidate hydrochloride (1.3 g) which was not isolated. This was taken up in ethanol (20... Conditions: temperature 0 celsius, time 8 hour. The reactants are O=C([O-])[O-], CN(C)C=O, [K+], [K+], BrCCCCOc1ccccc1, O, CC(=O)c1ccc(O)cc1. Yields the product CC(=O)c1ccc(OCCCCOc2ccccc2)cc1. As a reaction SMILES: [C:23](=[O:24])([O-:25])[O-:26].[CH3:29][N:30]([CH3:31])[CH:32]=[O:33].[K+:27].[K+:28].[O:1]([c:2]1[cH:3][cH:4][cH:5][cH:6][cH:7]1)[CH2:8][CH2:9][CH2:10][CH2:11][Br:12].[OH2:34].[OH:13][c:14]1[cH:15][cH:16][c:17]([C:20]([CH3:21])=[O:22])[cH:18][cH:19]1>>[O:1]([c:2]1[cH:3][cH:4][cH:5][cH:6][cH:7]1)[CH2:8][CH2:9][CH2:10][CH2:11][O:13][c:14]1[cH:15][cH:16][c:17]([C:20]([CH3:21])=[O:22])[cH:18][cH:19]1. The solvent is ClCCl (dichloromethane), CO (methanol). Reagents/catalysts: C=1C=CC(=CC1)[P](C=2C=CC=CC2)(C=3C=CC=CC3)[Pd]([P](C=4C=CC=CC4)(C=5C=CC=CC5)C=6C=CC=CC6)([P](C=7C=CC=CC7)(C=8C=CC=CC8)C=9C=CC=CC9)[P](C=1C=CC=CC1)(C=1C=CC=CC1)C=1C=CC=CC1 (tetrakis(triphenylphosphine)palladium). Yields the product CC=1C(=NC(=NC1)NCCN1C(NCC1)=O)C=1SC(=CC1)C=1SC=CC1 (1-(2-(5-Methyl-4-(5-(thiophen-2-yl)thiophen-2-yl)pyrimidin-2-ylamino)ethyl)imidazolidin-2-one). Procedure: 1-(2-(4-(5-Bromothiophen-2-yl)-5-methylpyrimidin-2-ylamino)ethyl)imidazolidin-2-one (0.1 g, 0.26 mmol), thiophen-2-ylboronic acid (0.066 g, 0.52 mmol), and sodium carbonate (0.26 mL of 2 M solution, 0.52 mmol) were added to a microwave tube containing dimethyl ether (2 mL). The tube was flushed with nitrogen and tetrakis(triphenylphosphine)palladium (0.06 g, 0.054 mmol) was added. The tube was capped and heated to 145° C. for 20 min in a Personal Chemistry microwave. The reaction was diluted wit... Reactants: BrC1=CC=C(S1)C1=NC(=NC=C1C)NCCN1C(NCC1)=O (1-(2-(4-(5-Bromothiophen-2-yl)-5-methylpyrimidin-2-ylamino)ethyl)imidazolidin-2-one), S1C(=CC=C1)B(O)O (thiophen-2-ylboronic acid), C([O-])([O-])=O.[Na+].[Na+] (sodium carbonate), COC (dimethyl ether). Run at temperature 145 celsius. Reaction SMILES: Br[C:2]1[S:6][C:5]([C:7]2[C:12]([CH3:13])=[CH:11][N:10]=[C:9]([NH:14][CH2:15][CH2:16][N:17]3[CH2:21][CH2:20][NH:19][C:18]3=[O:22])[N:8]=2)=[CH:4][CH:3]=1.[S:23]1[CH:27]=[CH:26][CH:25]=[C:24]1B(O)O.C(=O)([O-])[O-].[Na+].[Na+].COC>ClCCl.CO.C1C=CC([P]([Pd]([P](C2C=CC=CC=2)(C2C=CC=CC=2)C2C=CC=CC=2)([P](C2C=CC=CC=2)(C2C=CC=CC=2)C2C=CC=CC=2)[P](C2C=CC=CC=2)(C2C=CC=CC=2)C2C=CC=CC=2)(C2C=CC=CC=2)C2C=CC=CC=2)=CC=1>[CH3:13][C:12]1[C:7]([C:5]2[S:6][C:2]([C:24]3[S:23][CH:27]=[CH:26][CH:25]=3)=[CH:3][CH:4]=2)=[N:8][C:9]([NH:14][CH2:15][CH2:16][N:17]2[CH2:21][CH2:20][NH:19][C:18]2=[O:22])=[N:10][CH:11]=1 |f:2.3.4,^1:48,50,69,88|. Starting materials: CS(=O)(=O)Cl (Methanesulfonylchloride), C1(CCCCC1)CN1C=C(C2=CC=CC(=C12)OC)C=1SC(=C(N1)CO)CC ([2-(1-cyclohexylmethyl-7-methoxy-1H-indol-3-yl)-5-ethyl-thiazole-4-yl]-methanol), C(C)(C)N(CC)C(C)C (diisopropylethylamine). Solvent: ClCCl (dichloromethane). Conditions: time 22 hour. The product is ClCC=1N=C(SC1CC)C1=CN(C2=C(C=CC=C12)OC)CC1CCCCC1 (3-(4-chloromethyl-5-ethyl-thiazol-2-yl)-1-cyclohexylmethyl-7-methoxy-1H-indole). Yield: 49.4%. As a reaction SMILES: CS([Cl:5])(=O)=O.[CH:6]1([CH2:12][N:13]2[C:21]3[C:16](=[CH:17][CH:18]=[CH:19][C:20]=3[O:22][CH3:23])[C:15]([C:24]3[S:25][C:26]([CH2:31][CH3:32])=[C:27]([CH2:29]O)[N:28]=3)=[CH:14]2)[CH2:11][CH2:10][CH2:9][CH2:8][CH2:7]1.C(N(C(C)C)CC)(C)C>ClCCl>[Cl:5][CH2:29][C:27]1[N:28]=[C:24]([C:15]2[C:16]3[C:21](=[C:20]([O:22][CH3:23])[CH:19]=[CH:18][CH:17]=3)[N:13]([CH2:12][CH:6]3[CH2:11][CH2:10][CH2:9][CH2:8][CH2:7]3)[CH:14]=2)[S:25][C:26]=1[CH2:31][CH3:32]. Procedure details: Lithium borohydride (200 mg, 9.09 mmol) was added portionwise to a mixture of 2-(1-cyclohexylmethyl-7-methoxy-1H-indol-3-yl)-5-ethyl-thiazole-4-carboxylic acid ethyl ester (490 mg, 1.15 mmol) and tetrahydrofuran (5 ml) under ice-water cooling and the resulting mixture was stirred at 0° C. for 2 h. The reaction mixture was quenched with aqueous hydrochloric acid (2 M; 2 ml), and the aqueous layer extracted with dichloromethane (2×100 ml). The organic layers were combined, dried over magnesium sul... The reactants are [Al+3], CCOC(=O)C1Cc2ncsc2CN1, [H-], [H-], [H-], [H-], [K+], [Li+], [Mg+2], O=S(=O)([O-])[O-], C1CCOC1, [OH-], O. Product: CC1Cc2ncsc2CN1. As a reaction SMILES: [Al+3:16].[CH2:1]([O:2][C:4](=[O:3])[CH:6]1[CH2:7][c:8]2[c:9]([s:12][cH:13][n:14]2)[CH2:10][NH:11]1)[CH3:5].[H-:15].[H-:18].[H-:19].[H-:20].[K+:22].[Li+:17].[Mg+2:23].[O-:24][S:25](=[O:26])(=[O:27])[O-:28].[O:29]1[CH2:30][CH2:31][CH2:32][CH2:33]1.[OH-:21].[OH2:34]>>[CH3:4][CH:6]1[CH2:7][c:8]2[c:9]([s:12][cH:13][n:14]2)[CH2:10][NH:11]1. The reactants are CC1=C2C=NNC2=CC=C1O[C@H]1C[C@H](CCC1)N (cis-3-[(4-Methyl-1H-indazol-5-yl)oxy]cyclohexanamine), ClC1=C(C=O)C=CC=C1 (2-chlorobenzaldehyde), C(C)(=O)O (acetic acid), C(C)(=O)O (acetic acid), C(#N)[BH3-].[Na+] (sodium cyanoborohydride), C(O)([O-])=O.[Na+] (sodium hydrogencarbonate). Solvent: CO (methanol). Reaction conditions: time 30 minute. Yields the product ClC1=C(CN[C@@H]2C[C@@H](CCC2)OC=2C(=C3C=NNC3=CC2)C)C=CC=C1 (cis-N-(2-chlorobenzyl)-3-[(4-methyl-1H-indazol-5-yl)oxy]cyclohexanamine). Yield: 66.4%. RXN SMILES: [CH3:1][C:2]1[C:10]([O:11][C@@H:12]2[CH2:17][CH2:16][CH2:15][C@H:14]([NH2:18])[CH2:13]2)=[CH:9][CH:8]=[C:7]2[C:3]=1[CH:4]=[N:5][NH:6]2.[Cl:19][C:20]1[CH:27]=[CH:26][CH:25]=[CH:24][C:21]=1[CH:22]=O.C(O)(=O)C.C([BH3-])#N.[Na+].C(=O)([O-])O.[Na+]>CO>[Cl:19][C:20]1[CH:27]=[CH:26][CH:25]=[CH:24][C:21]=1[CH2:22][NH:18][C@H:14]1[CH2:15][CH2:16][CH2:17][C@@H:12]([O:11][C:10]2[C:2]([CH3:1])=[C:3]3[C:7](=[CH:8][CH:9]=2)[NH:6][N:5]=[CH:4]3)[CH2:13]1 |f:3.4,5.6|. Procedure: To a solution of the cis-3-[(4-methyl-1H-indazol-5-yl) oxy]cyclohexanamine (100 mg, 0.407 mmol) obtained in Example 411 in methanol (5 ml) were added 2-chlorobenzaldehyde (46 μl, 0.407 mmol) and acetic acid (23 μl, 0.407 mmol), and the resulting mixture was stirred at room temperature for 30 minutes. Then, acetic acid (46 μl, 0.814 mmol) and sodium cyanoborohydride (28 mg, 0.447 mmol) were added thereto and stirred for 2 hours and a half. Subsequently, the reaction solution was poured into a sat... Reactants: C([O-])([O-])=O.[Na+].[Na+] (sodium carbonate), [BH4-].[Li+] (lithium borohydride), C1=C(N=C2N1C1=CC=CC=C1N=C2)C(=O)OCC (ethyl imidazo-[1,2-a]-quinoxaline-2-carboxylate), Cl (hydrochloric acid). The solvent is O1CCCC1 (tetrahydrofuran). The product is C1=C(N=C2N1C1=CC=CC=C1NC2)CO (4,5-dihydro-imidazo-[1,2-a]-quinoxaline-2-methanol). The yield is 70.7%. Reaction SMILES: [BH4-].[Li+].[CH:3]1[N:7]2[C:8]3[C:13]([N:14]=[CH:15][C:6]2=[N:5][C:4]=1[C:16](OCC)=[O:17])=[CH:12][CH:11]=[CH:10][CH:9]=3.Cl.C(=O)([O-])[O-].[Na+].[Na+]>O1CCCC1>[CH:3]1[N:7]2[C:8]3[C:13]([NH:14][CH2:15][C:6]2=[N:5][C:4]=1[CH2:16][OH:17])=[CH:12][CH:11]=[CH:10][CH:9]=3 |f:0.1,4.5.6|. Procedure details: 2.8 g of lithium borohydride were added to a solution of 10 g of ethyl imidazo-[1,2-a]-quinoxaline-2-carboxylate of Step B in 230 ml of anhydrous tetrahydrofuran and the mixture was stirred at reflux for 18 hours. The resulting yellow suspension was poured into dilute hydrochloric acid to react with the boron complex and the mixture was made alkaline with sodium carbonate addition. The mixture was extracted with ethyl acetate and the organic phase was evaporated to dryness to obtain 5.9 g of 4,5... Starting materials: Intermediate I, COC=1C=C(C=CC1OC)CN ((3,4-dimethoxyphenyl)methanamine), BrC=1C=CC=2N(C1)C=C(N2)C(=O)OCC (ethyl 6-bromoimidazo[1,2-a]pyridine-2-carboxylate). Yields the product BrC=1C=CC=2N(C1)C=C(N2)C(=O)NCC2=CC(=C(C=C2)OC)OC (6-Bromo-N-(3,4-dimethoxybenzyl)imidazo[1,2-a]pyridine-2-carboxamide). Reaction SMILES: [CH3:1][O:2][C:3]1[CH:4]=[C:5]([CH2:11][NH2:12])[CH:6]=[CH:7][C:8]=1[O:9][CH3:10].[Br:13][C:14]1[CH:15]=[CH:16][C:17]2[N:18]([CH:20]=[C:21]([C:23](OCC)=[O:24])[N:22]=2)[CH:19]=1>>[Br:13][C:14]1[CH:15]=[CH:16][C:17]2[N:18]([CH:20]=[C:21]([C:23]([NH:12][CH2:11][C:5]3[CH:6]=[CH:7][C:8]([O:9][CH3:10])=[C:3]([O:2][CH3:1])[CH:4]=3)=[O:24])[N:22]=2)[CH:19]=1. Reported procedure: The title compound was prepared by essentially following the same procedures described for Intermediate I, using (3,4-dimethoxyphenyl)methanamine and ethyl 6-bromoimidazo[1,2-a]pyridine-2-carboxylate as starting materials.